Dataset: the Open Reaction Database (ORD), a public repository of structured organic reaction records. Task: describe an organic reaction: reactants, conditions, products, and yield Reactants: C(C)[C@@H](C(=O)[O-])S(=O)(=NC(=O)C=1C=NC=C(C1)C#CC1=CC(=CC=C1)O)C1=CC=CC=C1 ((S)-Ethyl[N-({5-[(3-hydroxyphenyl)ethynyl]pyridin-3-yl}carbonyl)-S-phenylsulfonimidoyl]acetate), C(C)N(CCN)CC (N,N-diethylethylenediamine). Solvent: CO (MeOH). Conditions: temperature 30 celsius. Yields the product C(C)N(CCNC(C[S@@](=NC(C1=CN=CC(=C1)C#CC1=CC(=CC=C1)O)=O)(C1=CC=CC=C1)=O)=O)CC ((S)-N-[(2-{[2-(diethylamino)ethyl]amino}-2-oxoethyl)(oxo)phenyl-λ6-sulfanylidene]-5-[(3-hydroxyphenyl)ethynyl]nicotinamide). Yield: 60.3%. As a reaction SMILES: C([C@H:3]([S:7]([C:27]1[CH:32]=[CH:31][CH:30]=[CH:29][CH:28]=1)(=[N:9][C:10]([C:12]1[CH:13]=[N:14][CH:15]=[C:16]([C:18]#[C:19][C:20]2[CH:25]=[CH:24][CH:23]=[C:22]([OH:26])[CH:21]=2)[CH:17]=1)=[O:11])=[O:8])[C:4]([O-:6])=O)C.[CH2:33]([N:35]([CH2:39][CH3:40])[CH2:36][CH2:37][NH2:38])[CH3:34]>CO>[CH2:33]([N:35]([CH2:39][CH3:40])[CH2:36][CH2:37][NH:38][C:4](=[O:6])[CH2:3][S@:7](=[O:8])([C:27]1[CH:28]=[CH:29][CH:30]=[CH:31][CH:32]=1)=[N:9][C:10](=[O:11])[C:12]1[CH:17]=[C:16]([C:18]#[C:19][C:20]2[CH:25]=[CH:24][CH:23]=[C:22]([OH:26])[CH:21]=2)[CH:15]=[N:14][CH:13]=1)[CH3:34]. Procedure details: (S)-Ethyl[N-({5-[(3-hydroxyphenyl)ethynyl]pyridin-3-yl}carbonyl)-S-phenylsulfonimidoyl]acetate (73 mg, 0.16 mmol) in anhydrous MeOH (1.5 mL) was added N,N-diethylethylenediamine (0.12 mL, 0.84 mmol) dropwise. The reaction mixture was heated at 30° C. for 4 hours. The reaction mixture was evaporated and the residue was partitioned between EtOAc and saturated aqueous NaHCO3. The organic layer was washed once with brine, dried (anhydrous Na2SO4), concentrated. The residue was purified by chromatogr...